Dataset: the Open Reaction Database (ORD), a public repository of structured organic reaction records. Task: describe an organic reaction: reactants, conditions, products, and yield The reactants are C(#N)C1=C(C(=O)C2=CC=C(C=C2)C)C=CC=C1 (2-Cyano-4'-methylbenzophenone), CC1=CC=C(C(=O)C2=C(C=CC=C2)C2=NN=NN2)C=C1 (5-[2-(4-methylbenzoyl)phenyl]tetrazole), C1(=CC=CC=C1)C(C1=CC=CC=C1)(C1=CC=CC=C1)Cl (triphenylmethyl chloride). Product: C1(=CC=CC=C1)C(N1N=NN=C1C1=C(C=CC=C1)C(C1=CC=C(C=C1)C)=O)(C1=CC=CC=C1)C1=CC=CC=C1 (N-triphenylmethyl-5-[2-(4-methylbenzoyl)phenyl]tetrazole). Reaction SMILES: C(C1C=CC=CC=1C(C1C=CC(C)=CC=1)=O)#N.[CH3:18][C:19]1[CH:37]=[CH:36][C:22]([C:23]([C:25]2[CH:30]=[CH:29][CH:28]=[CH:27][C:26]=2[C:31]2[NH:35][N:34]=[N:33][N:32]=2)=[O:24])=[CH:21][CH:20]=1.[C:38]1([C:44](Cl)([C:51]2[CH:56]=[CH:55][CH:54]=[CH:53][CH:52]=2)[C:45]2[CH:50]=[CH:49][CH:48]=[CH:47][CH:46]=2)[CH:43]=[CH:42][CH:41]=[CH:40][CH:39]=1>>[C:38]1([C:44]([C:45]2[CH:46]=[CH:47][CH:48]=[CH:49][CH:50]=2)([C:51]2[CH:52]=[CH:53][CH:54]=[CH:55][CH:56]=2)[N:32]2[C:31]([C:26]3[CH:27]=[CH:28][CH:29]=[CH:30][C:25]=3[C:23](=[O:24])[C:22]3[CH:21]=[CH:20][C:19]([CH3:18])=[CH:37][CH:36]=3)=[N:35][N:34]=[N:33]2)[CH:39]=[CH:40][CH:41]=[CH:42][CH:43]=1. Reported procedure: 2-Cyano-4'-methylbenzophenone, prepared as described by G. W. Ebert and R. D. Rieke in J. Organic Chem., 49, 5280-2 (1984), is converted to 5-[2-(4-methylbenzoyl)phenyl]tetrazole by the procedures described in Step 1 of Example 39. Reaction with triphenylmethyl chloride gives N-triphenylmethyl-5-[2-(4-methylbenzoyl)phenyl]tetrazole. The reactants are CCO, COC(=O)c1nn(C)c(C)c1N[SH](=O)=O, NN, O. Yields the product Cc1c(N[SH](=O)=O)c(C(=O)NN)nn1C. As a reaction SMILES: [CH3:19][CH2:20][OH:21].[CH3:1][n:2]1[n:3][c:4]([C:12]([O:14][CH3:13])=[O:15])[c:5]([NH:8][SH:9](=[O:10])=[O:11])[c:6]1[CH3:7].[NH2:17][NH2:18].[OH2:16]>>[CH3:1][n:2]1[n:3][c:4]([C:12](=[O:14])[NH:17][NH2:18])[c:5]([NH:8][SH:9](=[O:10])=[O:11])[c:6]1[CH3:7].